This data is from the Open Reaction Database (ORD), a public repository of structured organic reaction records. The task is: describe an organic reaction: reactants, conditions, products, and yield Solvent: CN1C(CCC1)=O (N-methyl-2-pyrrolidone), C(C)(=O)OCC (ethyl acetate). Procedure details: 2-Bromo-7,9-dimethoxy-10,11-dihydrodibenz[b,f]oxepin-10-one 500 mg (F. W. 349.18, 1.43 mmol) prepared in the first stage of Production Example 79, triphenylphosphine 75 mg (F. W. 262.29, 0.062 mmol), trisbenzyldene acetone dipalladium chloroform complex 74 mg (F. W. 1035.08, 0.015 mmol), diisopropylethylamine 575 μl (F. W. 98.22, d=0.742, 2.86 mmol), ethynyl trimethylsillane 350 μl (F. W. 98.22, d=0.742, 2.86 mmol) and copper iodide 27.5 mg (F. W. 190.44, 0.143 mmol) were dissolved in N-methyl-2... The yield is 2664.1%. Run at temperature 80 celsius. Starting materials: BrC1=CC2=C(OC3=C(C(C2)=O)C(=CC(=C3)OC)OC)C=C1 (2-Bromo-7,9-dimethoxy-10,11-dihydrodibenz[b,f]oxepin-10-one), C1(=CC=CC=C1)P(C1=CC=CC=C1)C1=CC=CC=C1 (triphenylphosphine), C(C)(C)N(CC)C(C)C (diisopropylethylamine). Reagents/catalysts: [Cu](I)I (copper iodide). RXN SMILES: Br[C:2]1[CH:21]=[CH:20][C:5]2[O:6][C:7]3[CH:15]=[C:14](OC)[CH:13]=[C:12]([O:18]C)[C:8]=3[C:9](=[O:11])[CH2:10][C:4]=2[CH:3]=1.[C:22]1(P(C2C=CC=CC=2)C2C=CC=CC=2)C=CC=C[CH:23]=1.C(N(C(C)C)CC)(C)C>CN1CCCC1=O.C(OCC)(=O)C.[Cu](I)I>[CH2:22]([C:2]1[CH:21]=[CH:20][C:5]2[O:6][C:7]3[CH:15]=[CH:14][CH:13]=[C:12]([OH:18])[C:8]=3[C:9](=[O:11])[CH2:10][C:4]=2[CH:3]=1)[CH3:23]. The product is C(C)C1=CC2=C(OC3=C(C(C2)=O)C(=CC=C3)O)C=C1 (2-ethyl-9-hydroxy-10,11-dihydrodibenz[b,f]oxepin-10-one). Reactants: BrCC(=O)Br (2-bromoacetyl bromide), C(C)NCC (diethylamine), NC1=CC=C(C=C1)C (p-toluidine), FC(C1=C(C=CC=C1)S(=O)(=O)Cl)(F)F (2-trifluoromethyl-benzenesulfonyl chloride). Product: C(C)N(C(CN(S(=O)(=O)C1=C(C=CC=C1)C(F)(F)F)C1=CC=C(C=C1)C)=O)CC (N,N-Diethyl-2-[p-tolyl-(2-trifluoromethyl-benzenesulfonyl)-amino]-acetamide). RXN SMILES: Br[CH2:2][C:3](Br)=[O:4].[CH2:6]([NH:8][CH2:9][CH3:10])[CH3:7].[NH2:11][C:12]1[CH:17]=[CH:16][C:15]([CH3:18])=[CH:14][CH:13]=1.[F:19][C:20]([F:32])([F:31])[C:21]1[CH:26]=[CH:25][CH:24]=[CH:23][C:22]=1[S:27](Cl)(=[O:29])=[O:28]>>[CH2:6]([N:8]([CH2:9][CH3:10])[C:3](=[O:4])[CH2:2][N:11]([C:12]1[CH:17]=[CH:16][C:15]([CH3:18])=[CH:14][CH:13]=1)[S:27]([C:22]1[CH:23]=[CH:24][CH:25]=[CH:26][C:21]=1[C:20]([F:19])([F:31])[F:32])(=[O:29])=[O:28])[CH3:7]. Procedure: prepared by reaction of 2-bromoacetyl bromide with diethylamine, p-toluidine and 2-trifluoromethyl-benzenesulfonyl chloride Reactants: Cl (hydrochloric acid), COC(CCOC1=CC(=CC=C1)C1=CSC=C1)OC (3-[3-(3-thienyl)phenoxy] propanal dimethylacetal), C([O-])(O)=O.[Na+] (sodium bicarbonate). Solvent: O1CCCC1 (tetrahydrofuran). Run at time 4 hour. Yields the product S1C=C(C=C1)C=1C=C(OCCC=O)C=CC1 (3-[3-(3-thienyl)phenoxy]propanal). Yield: 72.9%. RXN SMILES: C[O:2][CH:3](OC)[CH2:4][CH2:5][O:6][C:7]1[CH:12]=[CH:11][CH:10]=[C:9]([C:13]2[CH:17]=[CH:16][S:15][CH:14]=2)[CH:8]=1.Cl.C(=O)(O)[O-].[Na+]>O1CCCC1>[S:15]1[CH:16]=[CH:17][C:13]([C:9]2[CH:8]=[C:7]([CH:12]=[CH:11][CH:10]=2)[O:6][CH2:5][CH2:4][CH:3]=[O:2])=[CH:14]1 |f:2.3|. Procedure: 0.46 g of the resulting ether compound was dissolved in 5 ml of tetrahydrofuran, and 2 ml of 2N hydrochloric acid was added. The mixture was allowed to stand at room temperature for 4 hours, and then the solution was made basic with an aqueous solution of sodium bicarbonate. The solution was extracted with s ethyl acetate, and the extract was worked up in a customary manner. The product was purified by silica gel column chromatography [hexane / ethyl acetate =20/1→10/1] to give 0.28 g of 3-[3-(3... The reactants are C(C)(C)(C)OC(=O)N1C[C@H]2CC3=CC(=C(N=C3N2[C@@H](C1)C)C)C=O ((4R,9aR)-7-formyl-4,6-dimethyl-3,4,9,9a-tetrahydro-1H-2,4a,5-triaza-fluorene-2-carboxylic acid tert-butyl ester), [BH4-].[Na+] (sodium borohydride), C([O-])(O)=O.[Na+] (sodium bicarbonate). The solvent is CO (methanol). Yields the product C(C)(C)(C)OC(=O)N1C[C@H]2CC3=CC(=C(N=C3N2[C@@H](C1)C)C)CO ((4R,9aR)-7-Hydroxymethyl-4,6-dimethyl-3,4,9,9a-tetrahydro-1H-2,4a,5-triaza-fluorene-2-carboxylic acid tert-butyl ester). As a reaction SMILES: [C:1]([O:5][C:6]([N:8]1[CH2:20][C@@H:19]([CH3:21])[N:18]2[C@H:10]([CH2:11][C:12]3[C:17]2=[N:16][C:15]([CH3:22])=[C:14]([CH:23]=[O:24])[CH:13]=3)[CH2:9]1)=[O:7])([CH3:4])([CH3:3])[CH3:2].[BH4-].[Na+].C(=O)(O)[O-].[Na+]>CO>[C:1]([O:5][C:6]([N:8]1[CH2:20][C@@H:19]([CH3:21])[N:18]2[C@H:10]([CH2:11][C:12]3[C:17]2=[N:16][C:15]([CH3:22])=[C:14]([CH2:23][OH:24])[CH:13]=3)[CH2:9]1)=[O:7])([CH3:2])([CH3:3])[CH3:4] |f:1.2,3.4|. Reported procedure: To a solution of 90.0 mg (0.27 mmol) (4R,9aR)-7-formyl-4,6-dimethyl-3,4,9,9a-tetrahydro-1H-2,4a,5-triaza-fluorene-2-carboxylic acid tert-butyl ester in 1 mL methanol was added 6.2 mg (0.16 mmol) sodium borohydride. After 2 h the reaction mixture was poured into saturated aqueous sodium bicarbonate solution and extracted twice with ethyl acetate. The combined organic layers were washed with brine, dried over magnesium sulfate and filtered. The solvent was removed at a rotary evaporator and the re... Reported procedure: tert-Butyl 2-hydroxyimino-3-oxo-3-(4-pyridyl)propionate and 4-methylbenzylamine were dissolved in acetonitrile (80 ml). The mixture was reacted and treated in the same manner as in Starting Material Synthetic Example 5 to give tert-butyl 2-(4-methylphenyl)-5-(4-pyridyl)imidazole-4-carboxylate. Starting materials: ON=C(C(=O)OC(C)(C)C)C(C1=CC=NC=C1)=O (tert-Butyl 2-hydroxyimino-3-oxo-3-(4-pyridyl)propionate), CC1=CC=C(CN)C=C1 (4-methylbenzylamine). The product is CC1=CC=C(C=C1)C=1NC(=C(N1)C(=O)OC(C)(C)C)C1=CC=NC=C1 (tert-butyl 2-(4-methylphenyl)-5-(4-pyridyl)imidazole-4-carboxylate). Reaction SMILES: O[N:2]=[C:3]([C:11](=O)[C:12]1[CH:17]=[CH:16][N:15]=[CH:14][CH:13]=1)[C:4]([O:6][C:7]([CH3:10])([CH3:9])[CH3:8])=[O:5].[CH3:19][C:20]1[CH:27]=[CH:26][C:23]([CH2:24][NH2:25])=[CH:22][CH:21]=1>C(#N)C>[CH3:19][C:20]1[CH:27]=[CH:26][C:23]([C:24]2[NH:25][C:11]([C:12]3[CH:17]=[CH:16][N:15]=[CH:14][CH:13]=3)=[C:3]([C:4]([O:6][C:7]([CH3:10])([CH3:9])[CH3:8])=[O:5])[N:2]=2)=[CH:22][CH:21]=1. Run in C(C)#N (acetonitrile). Reactants: COc1cc(NC(=O)OC(C)(C)C)c(NC(=O)CC(=O)c2cccc(-c3cccnc3)c2)cc1C(F)(F)F, ClCCl, O=C(O)C(F)(F)F. Yields the product COc1cc2c(cc1C(F)(F)F)NC(=O)CC(c1cccc(-c3cccnc3)c1)=N2. As a reaction SMILES: [C:1]([O:2][C:3](=[O:4])[NH:7][c:8]1[c:9]([NH:20][C:21]([CH2:22][C:23](=[O:5])[c:24]2[cH:25][c:26](-[c:30]3[cH:31][n:32][cH:33][cH:34][cH:35]3)[cH:27][cH:28][cH:29]2)=[O:37])[cH:10][c:11]([C:16]([F:17])([F:18])[F:19])[c:12]([O:14][CH3:15])[cH:13]1)([CH3:6])([CH3:36])[CH3:38].[Cl:46][CH2:47][Cl:48].[F:39][C:40]([F:41])([F:42])[C:43]([OH:44])=[O:45]>>[N:7]1=[C:23]([c:24]2[cH:25][c:26](-[c:30]3[cH:31][n:32][cH:33][cH:34][cH:35]3)[cH:27][cH:28][cH:29]2)[CH2:22][C:21](=[O:37])[NH:20][c:9]2[c:8]1[cH:13][c:12]([O:14][CH3:15])[c:11]([C:16]([F:17])([F:18])[F:19])[cH:10]2.